This data is from the Open Reaction Database (ORD), a public repository of structured organic reaction records. The task is: describe an organic reaction: reactants, conditions, products, and yield Starting materials: NC1=NN2C(CN1)=C(N=C2CCC)C (2-Amino-3,4-dihydro-5-methyl-7-propylimidazo[ 5,1-f]-as-triazine), C(=O)O (formic acid). The product is CC=1N=C(N2N=C(NCC21)NC=O)CCC (N-(3,4-Dihydro-5-methyl-7-propylimidazo[5,1-f]-as-triazin-2-yl)formamide). RXN SMILES: [NH2:1][C:2]1[NH:7][CH2:6][C:5]2=[C:8]([CH3:14])[N:9]=[C:10]([CH2:11][CH2:12][CH3:13])[N:4]2[N:3]=1.[CH:15](O)=[O:16]>>[CH3:14][C:8]1[N:9]=[C:10]([CH2:11][CH2:12][CH3:13])[N:4]2[C:5]=1[CH2:6][NH:7][C:2]([NH:1][CH:15]=[O:16])=[N:3]2. Reported procedure: 2-Amino-3,4-dihydro-5-methyl-7-propylimidazo[ 5,1-f]-as-triazine (Example 1a) (2.2 g.) in formic acid (50 ml., 99°) was heated under reflux for 24 hours and evaporated under reduced pressure. The residue was stirred with 2N sodium carbonate and the solid was collected and dried and had m.p. 188.5°-190.5°. Its hydrogen maleate salt had m.p. 159°-161° (crystallised from a mixture of methanol and ether). Procedure details: 2-(4-Methylpyridin-2-ylamino)-thiazole-5-carbaldehyde was treated with 5-amino-N-cyclopropyl-2,4-difluorobenzamide (for preparation see Example 18) in a manner similar to Example 1 to afford the title compound. LC/MS; (M+H)+=416. The product is C1(CC1)NC(C1=C(C=C(C(=C1)NCC1=CN=C(S1)NC1=NC=CC(=C1)C)F)F)=O (N-Cyclopropyl-2,4-difluoro-5-{[2-(4-methyl-pyridin-2-ylamino)-thiazol-5-ylmethyl]-amino}-benzamide). The reactants are CC1=CC(=NC=C1)NC=1SC(=CN1)C=O (2-(4-Methylpyridin-2-ylamino)-thiazole-5-carbaldehyde), NC=1C(=CC(=C(C(=O)NC2CC2)C1)F)F (5-amino-N-cyclopropyl-2,4-difluorobenzamide). Reaction SMILES: [CH3:1][C:2]1[CH:7]=[CH:6][N:5]=[C:4]([NH:8][C:9]2[S:10][C:11]([CH:14]=O)=[CH:12][N:13]=2)[CH:3]=1.[NH2:16][C:17]1[C:18]([F:30])=[CH:19][C:20]([F:29])=[C:21]([CH:28]=1)[C:22]([NH:24][CH:25]1[CH2:27][CH2:26]1)=[O:23]>>[CH:25]1([NH:24][C:22](=[O:23])[C:21]2[CH:28]=[C:17]([NH:16][CH2:14][C:11]3[S:10][C:9]([NH:8][C:4]4[CH:3]=[C:2]([CH3:1])[CH:7]=[CH:6][N:5]=4)=[N:13][CH:12]=3)[C:18]([F:30])=[CH:19][C:20]=2[F:29])[CH2:26][CH2:27]1. Reactants: O=CCC1(c2ccccc2)CCN(C(=O)c2ccccc2)CC1, O=C[O-], ClCCl, O=C(O)C(F)(F)F, c1cncc(Cc2noc(C3CCNCC3)n2)c1, [Na+], O=C([O-])O. Product: O=C(c1ccccc1)N1CCC(CCN2CCC(c3nc(Cc4cccnc4)no3)CC2)(c2ccccc2)CC1. RXN SMILES: [C:26]([c:27]1[cH:28][cH:29][cH:30][cH:31][cH:32]1)(=[O:33])[N:34]1[CH2:35][CH2:36][C:37]([c:40]2[cH:41][cH:42][cH:43][cH:44][cH:45]2)([CH2:46][CH:47]=[O:48])[CH2:38][CH2:39]1.[CH:54]([O-:55])=[O:56].[Cl:57][CH2:58][Cl:59].[F:1][C:2]([F:3])([F:4])[C:5]([OH:6])=[O:7].[NH:8]1[CH2:9][CH2:10][CH:11]([c:14]2[n:15][c:16]([CH2:19][c:20]3[cH:21][n:22][cH:23][cH:24][cH:25]3)[n:17][o:18]2)[CH2:12][CH2:13]1.[Na+:53].[O-:49][C:50]([OH:51])=[O:52]>>[N:8]1([CH2:47][CH2:46][C:37]2([c:40]3[cH:41][cH:42][cH:43][cH:44][cH:45]3)[CH2:36][CH2:35][N:34]([C:26]([c:27]3[cH:28][cH:29][cH:30][cH:31][cH:32]3)=[O:33])[CH2:39][CH2:38]2)[CH2:9][CH2:10][CH:11]([c:14]2[n:15][c:16]([CH2:19][c:20]3[cH:21][n:22][cH:23][cH:24][cH:25]3)[n:17][o:18]2)[CH2:12][CH2:13]1. Procedure: Intermediate 85 was coupled with acetaldehyde following procedure E. The product was purified by HPLC. LC-MS showed the product had the expected M+H+ of 494. 1H NMR (Varian 300 MHz, DMSO, shifts relative to the solvent peak at 2.50 ppm) δ 8.3 (d, 1H), 7.9 (d, 1H), 7.5-7.4 (m, 3H), 7.2 (d, 1H), 7.1 (d, 1H), 7.0 (d, 1H), 6.8 (d, 1H), 3.6 (s, 2H), 3.5 (d, 2H), 3.1 (d, 2H), 2.7 (q, 2H), 2.6 (m, 3H), 2.3 (m, 4H), 1.7-1.6 (m, 4H), 1.0 (t, 3H), 0.94 (t, 3H). Yields the product ClC1=C(C=CC(=C1)CCNC1=NC=CC(=N1)C1=CC(=CC=C1)CN(C1CCN(CC1)CC)CC)O (2-Chloro-4-{2-[4-(3-{[ethyl-(-ethyl-piperidin-4-yl)-amino]-methyl}-phenyl)-pyrimidin-2-ylamino]-ethyl}-phenol). Reaction SMILES: [Cl:1][C:2]1[CH:7]=[C:6]([CH2:8][CH2:9][NH:10][C:11]2[N:16]=[C:15]([C:17]3[CH:22]=[CH:21][CH:20]=[C:19]([CH2:23][N:24]([CH2:31][CH3:32])[CH:25]4[CH2:30][CH2:29][NH:28][CH2:27][CH2:26]4)[CH:18]=3)[CH:14]=[CH:13][N:12]=2)[CH:5]=[CH:4][C:3]=1[OH:33].[CH:34](=O)[CH3:35]>>[Cl:1][C:2]1[CH:7]=[C:6]([CH2:8][CH2:9][NH:10][C:11]2[N:16]=[C:15]([C:17]3[CH:22]=[CH:21][CH:20]=[C:19]([CH2:23][N:24]([CH2:31][CH3:32])[CH:25]4[CH2:30][CH2:29][N:28]([CH2:34][CH3:35])[CH2:27][CH2:26]4)[CH:18]=3)[CH:14]=[CH:13][N:12]=2)[CH:5]=[CH:4][C:3]=1[OH:33]. Starting materials: ClC1=C(C=CC(=C1)CCNC1=NC=CC(=N1)C1=CC(=CC=C1)CN(C1CCNCC1)CC)O (2-Chloro-4-[2-(4-{3-[(ethyl-piperidin-4-yl-amino)-methyl]-phenyl}-pyrimidin-2-ylamino)-ethyl]-phenol), C(C)=O (acetaldehyde). The reactants are C=CCC12CCN(CC1)CC2=O, CCO, O=Cc1ccccc1, [Na+], [OH-]. Yields the product C=CCC12CCN(CC1)C(=Cc1ccccc1)C2=O. As a reaction SMILES: [CH2:1]([CH:2]=[CH2:3])[C:4]12[C:5](=[O:12])[CH2:6][N:7]([CH2:8][CH2:9]1)[CH2:10][CH2:11]2.[CH3:23][CH2:24][OH:25].[CH:13](=[O:14])[c:15]1[cH:16][cH:17][cH:18][cH:19][cH:20]1.[Na+:22].[OH-:21]>>[CH2:1]([CH:2]=[CH2:3])[C:4]12[C:5](=[O:12])[C:6](=[CH:13][c:15]3[cH:16][cH:17][cH:18][cH:19][cH:20]3)[N:7]([CH2:8][CH2:9]1)[CH2:10][CH2:11]2. Starting materials: S=C(Cl)Cl, Nc1nc(OCC(F)(F)F)cc(OCC(F)(F)F)n1, C1COCCO1. Product: FC(F)(F)COc1cc(OCC(F)(F)F)nc(N=C=S)n1. As a reaction SMILES: [Cl:20][C:21]([Cl:22])=[S:23].[NH2:1][c:2]1[n:3][c:4]([O:14][CH2:15][C:16]([F:17])([F:18])[F:19])[cH:5][c:6]([O:8][CH2:9][C:10]([F:11])([F:12])[F:13])[n:7]1.[O:24]1[CH2:25][CH2:26][O:27][CH2:28][CH2:29]1>>[N:1]([c:2]1[n:3][c:4]([O:14][CH2:15][C:16]([F:17])([F:18])[F:19])[cH:5][c:6]([O:8][CH2:9][C:10]([F:11])([F:12])[F:13])[n:7]1)=[C:21]=[S:23]. Starting materials: [BH4-], C1CCOC1, CO, CC(=NS(=O)C(C)(C)C)c1cc(F)c(NS(C)(=O)=O)c(F)c1, [Na+]. Product: CC(NS(=O)C(C)(C)C)c1cc(F)c(NS(C)(=O)=O)c(F)c1. Reaction SMILES: [BH4-:23].[CH2:27]1[O:28][CH2:29][CH2:30][CH2:31]1.[CH3:25][OH:26].[F:1][c:2]1[c:3]([NH:18][S:19](=[O:20])(=[O:21])[CH3:22])[c:4]([F:17])[cH:5][c:6]([C:8]([CH3:9])=[N:10][S:11](=[O:12])[C:13]([CH3:14])([CH3:15])[CH3:16])[cH:7]1.[Na+:24]>>[F:1][c:2]1[c:3]([NH:18][S:19](=[O:20])(=[O:21])[CH3:22])[c:4]([F:17])[cH:5][c:6]([CH:8]([CH3:9])[NH:10][S:11](=[O:12])[C:13]([CH3:14])([CH3:15])[CH3:16])[cH:7]1. The reactants are [BH4-], CC(C1OCC(C)(C)CO1)C1CCC2C3C=CC4=CC(=O)C5OC5C4(C)C3CCC12C, CCO, Cl, [Na+], O. Yields the product CC(C1OCC(C)(C)CO1)C1CCC2C3C=CC4=CC(O)C5OC5C4(C)C3CCC12C. Reaction SMILES: [BH4-:32].[CH3:1][C:2]1([CH3:31])[CH2:3][O:4][CH:5]([CH:8]([CH3:9])[CH:10]2[CH2:11][CH2:12][CH:13]3[CH:14]4[CH:15]=[CH:16][C:17]5=[CH:18][C:19](=[O:30])[CH:20]6[CH:21]([C:22]5([CH3:23])[CH:24]4[CH2:25][CH2:26][C:27]23[CH3:28])[O:29]6)[O:6][CH2:7]1.[CH3:35][CH2:36][OH:37].[ClH:34].[Na+:33].[OH2:38]>>[CH3:1][C:2]1([CH3:31])[CH2:3][O:4][CH:5]([CH:8]([CH3:9])[CH:10]2[CH2:11][CH2:12][CH:13]3[CH:14]4[CH:15]=[CH:16][C:17]5=[CH:18][CH:19]([OH:30])[CH:20]6[CH:21]([C:22]5([CH3:23])[CH:24]4[CH2:25][CH2:26][C:27]23[CH3:28])[O:29]6)[O:6][CH2:7]1. The reactants are OCCNC([C@@H](NC(=O)OCC1=CC=CC=C1)CC1=CC=CC=C1)=O (N-benzyloxycarbonyl-L-phenylalanine-N-(2-hydroxylethyl)amide), COCCOCCl (2-methoxyethoxymethyl chloride), C(C)(C)N(CC)C(C)C (diisopropylethylamine). Solvent: ClCCl (dichloromethane). Reaction conditions: time 8 hour. Yields the product COCCOCOCCNC([C@@H](NC(=O)OCC1=CC=CC=C1)CC1=CC=CC=C1)=O (N-Benzyloxycarbonyl-L-phenylalanine-N-2-(2-methoxy-ethoxymethoxy)ethylamide). Reaction SMILES: [OH:1][CH2:2][CH2:3][NH:4][C:5](=[O:25])[C@H:6]([CH2:18][C:19]1[CH:24]=[CH:23][CH:22]=[CH:21][CH:20]=1)[NH:7][C:8]([O:10][CH2:11][C:12]1[CH:17]=[CH:16][CH:15]=[CH:14][CH:13]=1)=[O:9].[CH3:26][O:27][CH2:28][CH2:29][O:30][CH2:31]Cl.C(N(C(C)C)CC)(C)C>ClCCl>[CH3:26][O:27][CH2:28][CH2:29][O:30][CH2:31][O:1][CH2:2][CH2:3][NH:4][C:5](=[O:25])[C@H:6]([CH2:18][C:19]1[CH:20]=[CH:21][CH:22]=[CH:23][CH:24]=1)[NH:7][C:8]([O:10][CH2:11][C:12]1[CH:13]=[CH:14][CH:15]=[CH:16][CH:17]=1)=[O:9]. Reported procedure: To a solution of N-benzyloxycarbonyl-L-phenylalanine-N-(2-hydroxylethyl)amide (7.0 g, 20.4 mmol) in dry dichloromethane (150 ml) under an argon atmosphere was added 2-methoxyethoxymethyl chloride (5.6 ml, 49.0 mmol) and diisopropylethylamine (10.7 ml, 61.4 mmol). The reaction mixture was stirred overnight at room temperature, after which time starting material was still detectable by TLC. The solvent volume was concentrated to one third, an equal volume of DMF was added and the reaction mixture ...